This data is from the Open Reaction Database (ORD), a public repository of structured organic reaction records. The task is: describe an organic reaction: reactants, conditions, products, and yield Starting materials: C(CCC)N(C(=O)Cl)CC1=CC=C(C=C1)C1=C(C=CC=C1)S(NC(C)(C)C)(=O)=O (N-butyl-N-[[2'-(N-t-butylsulfamoyl)biphenyl-4-yl]methyl]carbamoyl chloride), FC(C1=CC=CC=C1O)(F)F (α,α,α-trifluoro-o-cresol), C([O-])([O-])=O.[K+].[K+] (potassium carbonate). Solvent: CN(C)C=O (DMF). Conditions: temperature 90 celsius, time 8 hour. Yields the product C(CCC)N(C(OC1=C(C=CC=C1)C(F)(F)F)=O)CC1=CC=C(C=C1)C1=C(C=CC=C1)S(NC(C)(C)C)(=O)=O (2-(Trifluoromethyl)phenyl N-Butyl-N-[[2'-(N-t-butylsulfamoyl)biphenyl-4-yl]methyl]carbamate). Yield: 17.0%. RXN SMILES: [CH2:1]([N:5]([CH2:9][C:10]1[CH:15]=[CH:14][C:13]([C:16]2[CH:21]=[CH:20][CH:19]=[CH:18][C:17]=2[S:22](=[O:29])(=[O:28])[NH:23][C:24]([CH3:27])([CH3:26])[CH3:25])=[CH:12][CH:11]=1)[C:6](Cl)=[O:7])[CH2:2][CH2:3][CH3:4].[F:30][C:31]([F:40])([F:39])[C:32]1[C:37]([OH:38])=[CH:36][CH:35]=[CH:34][CH:33]=1.C(=O)([O-])[O-].[K+].[K+]>CN(C=O)C>[CH2:1]([N:5]([CH2:9][C:10]1[CH:15]=[CH:14][C:13]([C:16]2[CH:21]=[CH:20][CH:19]=[CH:18][C:17]=2[S:22](=[O:28])(=[O:29])[NH:23][C:24]([CH3:27])([CH3:26])[CH3:25])=[CH:12][CH:11]=1)[C:6](=[O:7])[O:38][C:37]1[CH:36]=[CH:35][CH:34]=[CH:33][C:32]=1[C:31]([F:39])([F:40])[F:30])[CH2:2][CH2:3][CH3:4] |f:2.3.4|. Procedure: A mixture of 171 mg (0.391 mmole) of N-butyl-N-[[2'-(N-t-butylsulfamoyl)biphenyl-4-yl]methyl]carbamoyl chloride (from Step F), 63.9 mg (0.394 mmole) of α,α,α-trifluoro-o-cresol, 66 mg (0.48 mmole) of anhydrous potassium carbonate, and 3 mL of DMF was stirred under N2 at 90° C. overnight. The cooled mixture was partitioned between 20 mL of 2N HCl and 20 mL of EtOAc. The organic layer was washed with H2O (2×30 mL), dried over sodium sulfate, filtered, and concentrated in vacuo. The residual oil wa... Reactants: C1CCOC1, CCOC(=O)c1cnc(Oc2ccc(Cl)cc2)s1, Cl, [Li+], [OH-]. The product is O=C(O)c1cnc(Oc2ccc(Cl)cc2)s1. Reaction SMILES: [CH2:22]1[O:23][CH2:24][CH2:25][CH2:26]1.[Cl:1][c:2]1[cH:3][cH:4][c:5]([O:6][c:7]2[s:8][c:9]([C:12](=[O:13])[O:14][CH2:15][CH3:16])[cH:10][n:11]2)[cH:17][cH:18]1.[ClH:21].[Li+:20].[OH-:19]>>[Cl:1][c:2]1[cH:3][cH:4][c:5]([O:6][c:7]2[s:8][c:9]([C:12](=[O:13])[OH:14])[cH:10][n:11]2)[cH:17][cH:18]1. The reactants are C(C1=CC=NC=C1)(=O)OCC (ethyl isonicotinate), CC(C)(C)C1=CC=C(C=C1)CC#N (4-(1,1-Dimethylethyl)phenylacetonitrile), CC(C)([O-])C.[K+] (potassium tert-butoxide). The solvent is O (water), C(C)(C)(C)O (tert-butyl alcohol). Reaction conditions: temperature 100 celsius, time 3 hour. Yields the product C(#N)C(C(=O)C1=CC=NC=C1)C1=CC=C(C=C1)C(C)(C)C (2-cyano-2-[4-(1,1-dimethylethyl)phenyl]-1-(4-pyridyl)ethanone). Isolated yield 34.8%. As a reaction SMILES: [C:1]([O:9]CC)(=O)[C:2]1[CH:7]=[CH:6][N:5]=[CH:4][CH:3]=1.[CH3:12][C:13]([C:16]1[CH:21]=[CH:20][C:19]([CH2:22][C:23]#[N:24])=[CH:18][CH:17]=1)([CH3:15])[CH3:14].CC(C)([O-])C.[K+]>C(O)(C)(C)C.O>[C:23]([CH:22]([C:19]1[CH:20]=[CH:21][C:16]([C:13]([CH3:15])([CH3:14])[CH3:12])=[CH:17][CH:18]=1)[C:1]([C:2]1[CH:3]=[CH:4][N:5]=[CH:6][CH:7]=1)=[O:9])#[N:24] |f:2.3|. Procedure details: To a solution of ethyl isonicotinate (12 g) and 4-(1,1-Dimethylethyl)phenylacetonitrile (9.1 g) in tert-butyl alcohol (36 mL), was added potassium tert-butoxide (7.3 g), and the mixture was stirred at 100° C. for 3 h. After cooling, the resulting mixture was dissolved in water and washed with isopropyl ether. The aqueous phase was adjusted to pH 7.0 with 2 N hydrochloric acid and extracted with ethyl acetate. The extract was washed with water, dried, and the solvent was evaporated. The crystalli... Starting materials: O=C=Nc1cccc(Cl)c1, Cl, Cl, COCC(CCN1CCC2(CC2)C(O)C1)N1CC(C)NCCC1=O. RXN SMILES: [Cl:27][c:28]1[cH:29][c:30]([N:34]=[C:35]=[O:36])[cH:31][cH:32][cH:33]1.[ClH:1].[ClH:2].[OH:3][CH:4]1[C:5]2([CH2:6][CH2:7]2)[CH2:8][CH2:9][N:10]([CH2:12][CH2:13][CH:14]([CH2:15][O:16][CH3:17])[N:18]2[CH2:19][CH:20]([CH3:26])[NH:21][CH2:22][CH2:23][C:24]2=[O:25])[CH2:11]1>>[OH:3][CH:4]1[C:5]2([CH2:6][CH2:7]2)[CH2:8][CH2:9][N:10]([CH2:12][CH2:13][CH:14]([CH2:15][O:16][CH3:17])[N:18]2[CH2:19][CH:20]([CH3:26])[N:21]([C:35]([NH:34][c:30]3[cH:29][c:28]([Cl:27])[cH:33][cH:32][cH:31]3)=[O:36])[CH2:22][CH2:23][C:24]2=[O:25])[CH2:11]1. Product: COCC(CCN1CCC2(CC2)C(O)C1)N1CC(C)N(C(=O)Nc2cccc(Cl)c2)CCC1=O. The reactants are C1CCOC1, CO, [Na+], [OH-], COC(=O)C1(O)CCCC1NS(=O)(=O)c1ccc(OCc2cc(C)nc3ccccc23)cc1. The product is Cc1cc(COc2ccc(S(=O)(=O)NC3CCCC3(O)C(=O)O)cc2)c2ccccc2n1. Reaction SMILES: [CH2:38]1[O:39][CH2:40][CH2:41][CH2:42]1.[CH3:36][OH:37].[Na+:35].[OH-:34].[OH:1][C:2]1([C:30](=[O:31])[O:32][CH3:33])[CH:3]([NH:7][S:8](=[O:9])(=[O:10])[c:11]2[cH:12][cH:13][c:14]([O:17][CH2:18][c:19]3[cH:20][c:21]([CH3:29])[n:22][c:23]4[cH:24][cH:25][cH:26][cH:27][c:28]34)[cH:15][cH:16]2)[CH2:4][CH2:5][CH2:6]1>>[OH:1][C:2]1([C:30](=[O:31])[OH:32])[CH:3]([NH:7][S:8](=[O:9])(=[O:10])[c:11]2[cH:12][cH:13][c:14]([O:17][CH2:18][c:19]3[cH:20][c:21]([CH3:29])[n:22][c:23]4[cH:24][cH:25][cH:26][cH:27][c:28]34)[cH:15][cH:16]2)[CH2:4][CH2:5][CH2:6]1. Reactants: N1C(=NC=C1)CC1=CC=C(C=C1)O (4-(1-imidazolylmethyl)-phenol), Cl (hydrogen chloride), [H-].[Na+] (sodium hydride), [N+](=O)([O-])C1=C(CCl)C=CC=C1 (2-nitrobenzyl chloride). The solvent is CCOCC (ether), CO (methanol), CCOCC (ether), CO (methanol). The product is Cl.N1C(=NC=C1)CC1=CC=C(C=C1)OCC1=C(C=CC=C1)[N+](=O)[O-] ([4-(1-Imidazolylmethyl)-phenyl]-(2-nitrobenzyl)-ether, Hydrochloride). Reaction SMILES: [NH:1]1[CH:5]=[CH:4][N:3]=[C:2]1[CH2:6][C:7]1[CH:12]=[CH:11][C:10]([OH:13])=[CH:9][CH:8]=1.[H-].[Na+].[N+:16]([C:19]1[CH:26]=[CH:25][CH:24]=[CH:23][C:20]=1[CH2:21][Cl:22])([O-:18])=[O:17].Cl>CO.CCOCC>[ClH:22].[NH:1]1[CH:5]=[CH:4][N:3]=[C:2]1[CH2:6][C:7]1[CH:12]=[CH:11][C:10]([O:13][CH2:21][C:20]2[CH:23]=[CH:24][CH:25]=[CH:26][C:19]=2[N+:16]([O-:18])=[O:17])=[CH:9][CH:8]=1 |f:1.2,7.8|. Procedure: Analogously to Example 1, a crude ether is obtained from 1.74 g. of 4-(1-imidazolylmethyl)-phenol, 300 mg. of sodium hydride suspension, and 1.72 g. of 2-nitrobenzyl chloride. This crude ether is dissolved in methanol and combined with an excess of methanol which contains hydrogen chloride until the mixture shows an acidic reaction. After the solvent has been removed by evaporation under vacuum, the residue is dissolved in methylene chloride and mixed with ether until the onset of crystallizatio... Reactants: BrC=1C=CC(=C(C1)C1=NC2=CC=C(C=C2C=C1)C1=NC2=C(N1C1CCCCC1)C=CC(=C2)C(=O)O)O (2-[2-(5-Bromo-2-hydroxy-phenyl)-quinolin-6-yl]-1-cyclohexyl-1H-benzoimidazole-5-carboxylic acid), [OH-].[K+] (KOH), Compound 354e, N1(CCOCC1)C1=CC=C(C=C1)C(C)=O (1-(4-morpholin-4-yl-phenyl)-ethanone). The solvent is C(C)O (ethanol), C(C)O (ethanol). Yields the product C1(CCCCC1)N1C(=NC2=C1C=CC(=C2)C(=O)O)C=2C=C1C=CC(=NC1=CC2)C2=CC=C(C=C2)N2CCOCC2 (1-cyclohexyl-2-[2-(4-morpholin-4-yl-phenyl)-quinolin-6-yl]-1H-benzoimidazole-5-carboxylic acid). The yield is 30.0%. RXN SMILES: Br[C:2]1[CH:3]=[CH:4][C:5](O)=[C:6]([C:8]2[CH:17]=[CH:16][C:15]3[C:10](=[CH:11][CH:12]=[C:13]([C:18]4[N:22]([CH:23]5[CH2:28][CH2:27][CH2:26][CH2:25][CH2:24]5)[C:21]5[CH:29]=[CH:30][C:31]([C:33]([OH:35])=[O:34])=[CH:32][C:20]=5[N:19]=4)[CH:14]=3)[N:9]=2)[CH:7]=1.[N:37]1(C2C=CC(C(=O)C)=CC=2)[CH2:42][CH2:41][O:40][CH2:39][CH2:38]1.[OH-].[K+]>C(O)C>[CH:23]1([N:22]2[C:21]3[CH:29]=[CH:30][C:31]([C:33]([OH:35])=[O:34])=[CH:32][C:20]=3[N:19]=[C:18]2[C:13]2[CH:14]=[C:15]3[C:10](=[CH:11][CH:12]=2)[N:9]=[C:8]([C:6]2[CH:7]=[CH:2][C:3]([N:37]4[CH2:42][CH2:41][O:40][CH2:39][CH2:38]4)=[CH:4][CH:5]=2)[CH:17]=[CH:16]3)[CH2:24][CH2:25][CH2:26][CH2:27][CH2:28]1 |f:2.3|. Procedure details: Following the procedure and workup for Compound 354, Compound 354e (100 mg, 0.256 mmol) was reacted with 1-(4-morpholin-4-yl-phenyl)-ethanone (0.256 mmol) in ethanol (2 mL) using 10% w/v KOH in ethanol (506 μL, 0.64 mmol) to produce the title compound (37 mg, 30% yield). MS: 533.28 (M+H+); HPLC Procedure A, retention time=10.39 min.